From a dataset of the Open Reaction Database (ORD), a public repository of structured organic reaction records. describe an organic reaction: reactants, conditions, products, and yield Starting materials: C1CCOC1, CCOC(C)=O, [Cl-], Fc1ccnc2[nH]ccc12, [NH4+], O=S(=O)(Cl)c1ccccc1. The product is O=S(=O)(c1ccccc1)n1ccc2c(F)ccnc21. RXN SMILES: [CH2:11]1[O:12][CH2:13][CH2:14][CH2:15]1.[CH3:28][CH2:29][O:30][C:31](=[O:32])[CH3:33].[Cl-:26].[F:1][c:2]1[c:3]2[c:4]([n:5][cH:6][cH:7]1)[nH:8][cH:9][cH:10]2.[NH4+:27].[c:16]1([S:22](=[O:23])(=[O:24])[Cl:25])[cH:17][cH:18][cH:19][cH:20][cH:21]1>>[F:1][c:2]1[c:3]2[c:4]([n:5][cH:6][cH:7]1)[n:8]([S:22]([c:16]1[cH:17][cH:18][cH:19][cH:20][cH:21]1)(=[O:23])=[O:24])[cH:9][cH:10]2. The reactants are CS(=O)(=O)Cl, ClCCl, O=C(NC1CCNCC1)c1cc2ccccc2n1Cc1cc(-c2ccc(Cl)s2)on1. Product: CS(=O)(=O)N1CCC(NC(=O)c2cc3ccccc3n2Cc2cc(-c3ccc(Cl)s3)on2)CC1. RXN SMILES: [CH3:31][S:32]([Cl:33])(=[O:34])=[O:35].[Cl:36][CH2:37][Cl:38].[NH:1]1[CH2:2][CH2:3][CH:4]([NH:7][C:8](=[O:9])[c:10]2[n:11]([CH2:19][c:20]3[n:21][o:22][c:23](-[c:25]4[s:26][c:27]([Cl:30])[cH:28][cH:29]4)[cH:24]3)[c:12]3[cH:13][cH:14][cH:15][cH:16][c:17]3[cH:18]2)[CH2:5][CH2:6]1>>[N:1]1([S:32]([CH3:31])(=[O:34])=[O:35])[CH2:2][CH2:3][CH:4]([NH:7][C:8](=[O:9])[c:10]2[n:11]([CH2:19][c:20]3[n:21][o:22][c:23](-[c:25]4[s:26][c:27]([Cl:30])[cH:28][cH:29]4)[cH:24]3)[c:12]3[cH:13][cH:14][cH:15][cH:16][c:17]3[cH:18]2)[CH2:5][CH2:6]1. Starting materials: C(=O)([O-])[O-].[K+].[K+] (K2CO3), ClC1=CC=C(C=C1)C(CCCCCl)=O (1-(4-chlorophenyl)-5-chloro-1-pentanone), CC(C(=O)NC1=CC(=CC=C1)C1CCNCC1)C (2-methyl-N-[3-(4-piperidinyl)phenyl]propanamide). Yields the product ClC1=CC=C(C=C1)C(CCCCN1CCC(CC1)C=1C=C(C=CC1)NC(C(C)C)=O)=O (N-(3-{1-[5-(4-CHLOROPHENYL)-5-OXOPENTYL]-4-PIPERIDINYL}PHENYL)-2-METHYLPROPANAMIDE). Reaction SMILES: C([O-])([O-])=O.[K+].[K+].[Cl:7][C:8]1[CH:13]=[CH:12][C:11]([C:14](=[O:20])[CH2:15][CH2:16][CH2:17][CH2:18]Cl)=[CH:10][CH:9]=1.[CH3:21][CH:22]([CH3:38])[C:23]([NH:25][C:26]1[CH:31]=[CH:30][CH:29]=[C:28]([CH:32]2[CH2:37][CH2:36][NH:35][CH2:34][CH2:33]2)[CH:27]=1)=[O:24]>>[Cl:7][C:8]1[CH:13]=[CH:12][C:11]([C:14](=[O:20])[CH2:15][CH2:16][CH2:17][CH2:18][N:35]2[CH2:36][CH2:37][CH:32]([C:28]3[CH:27]=[C:26]([NH:25][C:23](=[O:24])[CH:22]([CH3:21])[CH3:38])[CH:31]=[CH:30][CH:29]=3)[CH2:33][CH2:34]2)=[CH:10][CH:9]=1 |f:0.1.2|. Reported procedure: Prepared by Procedure K and Scheme B1 (K2CO3) using 1-(4-chlorophenyl)-5-chloro-1-pentanone and 2-methyl-N-[3-(4-piperidinyl)phenyl]propanamide: ESMS m/e: 441.1 (M+H)+. The reactants are [OH-].[Na+] (NaOH), [Si](C)(C)(C(C)(C)C)OC[C@@H]1N([C@H](C2=CC=CC(=C2C1)C=C)C)C(CC1=C(C=CC=C1Cl)Cl)=O (1-((1S,3R)-3-(((tert-butyldimethylsilyl)oxy)methyl)-1-methyl-5-vinyl-3,4-dihydroisoquinolin-2(1H)-yl)-2-(2,6-dichlorophenyl)ethan-1-one), OO (H2O2). Solvent: hexanes, C1CCOC1 (THF), C1CCOC1 (THF). Run at temperature 0 celsius, time 4 hour. Yields the product [Si](C)(C)(C(C)(C)C)OC[C@@H]1N([C@H](C2=CC=CC(=C2C1)C(C)O)C)C(CC1=C(C=CC=C1Cl)Cl)=O (1-((1S,3R)-3-(((tert-butyldimethylsilyl)oxy)methyl)-5-(1-hydroxyethyl)-1-methyl-3,4-dihydroisoquinolin-2(1H)-yl)-2-(2,6-dichlorophenyl)ethan-1-one). As a reaction SMILES: [Si:1]([O:8][CH2:9][C@H:10]1[CH2:19][C:18]2[C:13](=[CH:14][CH:15]=[CH:16][C:17]=2[CH:20]=[CH2:21])[C@H:12]([CH3:22])[N:11]1[C:23](=[O:33])[CH2:24][C:25]1[C:30]([Cl:31])=[CH:29][CH:28]=[CH:27][C:26]=1[Cl:32])([C:4]([CH3:7])([CH3:6])[CH3:5])([CH3:3])[CH3:2].[OH-:34].[Na+].OO>C1COCC1>[Si:1]([O:8][CH2:9][C@H:10]1[CH2:19][C:18]2[C:13](=[CH:14][CH:15]=[CH:16][C:17]=2[CH:20]([OH:34])[CH3:21])[C@H:12]([CH3:22])[N:11]1[C:23](=[O:33])[CH2:24][C:25]1[C:30]([Cl:31])=[CH:29][CH:28]=[CH:27][C:26]=1[Cl:32])([C:4]([CH3:5])([CH3:6])[CH3:7])([CH3:3])[CH3:2] |f:1.2|. Reported procedure: Dissolve 1-((1S,3R)-3-(((tert-butyldimethylsilyl)oxy)methyl)-1-methyl-5-vinyl-3,4-dihydroisoquinolin-2(1H)-yl)-2-(2,6-dichlorophenyl)ethan-1-one (477 mg, 0.95 mmol) in THF (9.5 mL). Cool to 0° C. Add BH3 (1.9 mL, 1.89 mmol, 1M in THF). Stir 4 h at room temperature. Cool to 0° C. Add NaOH (3.8 mL, 3 M in water) and H2O2 (0.58 mL, 30% wt/wt % in water). Stir overnight at room temperature. Add ethyl acetate, wash with saturated NaHCO3 solution and brine, dry over sodium sulfate, filter, and concent... The reactants are FC1(CN(CC1)C1CCNCC1)F (4-(3,3-difluoro-1-pyrrolidinyl)piperidine), BrCC=1C(=NC2=CC=C(C=C2C1C(=O)OC)S(=O)(=O)C)C1=CC(=CC=C1)C(F)(F)F (methyl 3-(bromomethyl)-6-(methylsulfonyl)-2-[3-(trifluoromethyl)phenyl]-4-quinolinecarboxylate), FC1(CN(CC1)C1CCNCC1)F (4-(3,3-difluoro-1-pyrrolidinyl)piperidine). The solvent is C(C)#N (acetonitrile). Run at time 15 hour. Yields the product FC1(CN(CC1)C1CCN(CC1)CC=1C(=NC2=CC=C(C=C2C1C(=O)OC)S(=O)(=O)C)C1=CC(=CC=C1)C(F)(F)F)F (methyl 3-{[4-(3,3-difluoro-1-pyrrolidinyl)-1-piperidinyl]methyl}-6-(methylsulfonyl)-2-[3-(trifluoromethyl)phenyl]-4-quinolinecarboxylate). Yield: 76.4%. As a reaction SMILES: Br[CH2:2][C:3]1[C:4]([C:21]2[CH:26]=[CH:25][CH:24]=[C:23]([C:27]([F:30])([F:29])[F:28])[CH:22]=2)=[N:5][C:6]2[C:11]([C:12]=1[C:13]([O:15][CH3:16])=[O:14])=[CH:10][C:9]([S:17]([CH3:20])(=[O:19])=[O:18])=[CH:8][CH:7]=2.[F:31][C:32]1([F:43])[CH2:36][CH2:35][N:34]([CH:37]2[CH2:42][CH2:41][NH:40][CH2:39][CH2:38]2)[CH2:33]1>C(#N)C>[F:43][C:32]1([F:31])[CH2:36][CH2:35][N:34]([CH:37]2[CH2:38][CH2:39][N:40]([CH2:2][C:3]3[C:4]([C:21]4[CH:26]=[CH:25][CH:24]=[C:23]([C:27]([F:30])([F:29])[F:28])[CH:22]=4)=[N:5][C:6]4[C:11]([C:12]=3[C:13]([O:15][CH3:16])=[O:14])=[CH:10][C:9]([S:17]([CH3:20])(=[O:19])=[O:18])=[CH:8][CH:7]=4)[CH2:41][CH2:42]2)[CH2:33]1. Reported procedure: To a suspension of methyl 3-(bromomethyl)-6-(methylsulfonyl)-2-[3-(trifluoromethyl)phenyl]-4-quinolinecarboxylate (1.05 g, 2.090 mmol) in acetonitrile (13.94 mL) was added 4-(3,3-difluoro-1-pyrrolidinyl)piperidine (0.517 g, 2.72 mmol). After 15 h, additional 4-(3,3-difluoro-1-pyrrolidinyl)piperidine (0.188 g, 0.988 mmol, 0.47 equiv.) was added. The mixture was stirred at room temperature for 4 days. The solvent was removed, and the residue was absorbed onto florisil and purified via column chrom...